Dataset: the Open Reaction Database (ORD), a public repository of structured organic reaction records. Task: describe an organic reaction: reactants, conditions, products, and yield Reactants: IC1=C2C=CC=NC2=C(C=C1)OCCN1CCCC1 (5-iodo-8-(2-pyrrolidin-1-yl-ethoxy)-quinoline), ClC1=CC=C(C=C1)C=1C=CC(=NC1)C#C (5-(4-chloro-phenyl)-2-ethynyl-pyridine). Yields the product ClC1=CC=C(C=C1)C=1C=CC(=NC1)C#CC1=C2C=CC=NC2=C(C=C1)OCCN1CCCC1 (5-[5-(4-chloro-phenyl)-pyridin-2-ylethynyl]-8-(2-pyrrolidin-1-yl-ethoxy)-quinoline). Reaction SMILES: I[C:2]1[CH:11]=[CH:10][C:9]([O:12][CH2:13][CH2:14][N:15]2[CH2:19][CH2:18][CH2:17][CH2:16]2)=[C:8]2[C:3]=1[CH:4]=[CH:5][CH:6]=[N:7]2.[Cl:20][C:21]1[CH:26]=[CH:25][C:24]([C:27]2[CH:28]=[CH:29][C:30]([C:33]#[CH:34])=[N:31][CH:32]=2)=[CH:23][CH:22]=1>>[Cl:20][C:21]1[CH:22]=[CH:23][C:24]([C:27]2[CH:28]=[CH:29][C:30]([C:33]#[C:34][C:2]3[CH:11]=[CH:10][C:9]([O:12][CH2:13][CH2:14][N:15]4[CH2:19][CH2:18][CH2:17][CH2:16]4)=[C:8]4[C:3]=3[CH:4]=[CH:5][CH:6]=[N:7]4)=[N:31][CH:32]=2)=[CH:25][CH:26]=1. Reported procedure: Prepared according to general working method I from 5-iodo-8-(2-pyrrolidin-1-yl-ethoxy)-quinoline (200 mg, 0.54 mmol) and 5-(4-chloro-phenyl)-2-ethynyl-pyridine (116 mg, 0.54 mmol). The reactants are CCOC(C)=O, CC(C)c1nc(CO)n(Cc2ccccc2[N+](=O)[O-])c1Sc1cc(Cl)cc(Cl)c1, [H][H]. Product: CC(C)c1nc(CO)n(Cc2ccccc2N)c1Sc1cc(Cl)cc(Cl)c1. Reaction SMILES: [CH3:32][CH2:33][O:34][C:35](=[O:36])[CH3:37].[Cl:1][c:2]1[cH:3][c:4]([S:9][c:10]2[c:11]([CH:27]([CH3:28])[CH3:29])[n:12][c:13]([CH2:25][OH:26])[n:14]2[CH2:15][c:16]2[c:17]([N+:22]([O-:23])=[O:24])[cH:18][cH:19][cH:20][cH:21]2)[cH:5][c:6]([Cl:8])[cH:7]1.[H:30][H:31]>>[Cl:1][c:2]1[cH:3][c:4]([S:9][c:10]2[c:11]([CH:27]([CH3:28])[CH3:29])[n:12][c:13]([CH2:25][OH:26])[n:14]2[CH2:15][c:16]2[c:17]([NH2:22])[cH:18][cH:19][cH:20][cH:21]2)[cH:5][c:6]([Cl:8])[cH:7]1.